Dataset: the Open Reaction Database (ORD), a public repository of structured organic reaction records. Task: describe an organic reaction: reactants, conditions, products, and yield Reactants: Intermediate I, FC1=C(C=C(C=C1)F)C1(CC1)N (1-(2,5-difluorophenyl)cyclopropanamine), BrC=1C=CC=2N(C1)C=C(N2)C(=O)OCC (ethyl 6-bromoimidazo[1,2-a]pyridine-2-carboxylate). The product is BrC=1C=CC=2N(C1)C=C(N2)C(=O)NC2(CC2)C2=C(C=CC(=C2)F)F (6-Bromo-N-(1-(2,5-difluorophenyl)cyclopropyl)imidazo[1,2-a]pyridine-2-carboxamide). As a reaction SMILES: [F:1][C:2]1[CH:7]=[CH:6][C:5]([F:8])=[CH:4][C:3]=1[C:9]1([NH2:12])[CH2:11][CH2:10]1.[Br:13][C:14]1[CH:15]=[CH:16][C:17]2[N:18]([CH:20]=[C:21]([C:23](OCC)=[O:24])[N:22]=2)[CH:19]=1>>[Br:13][C:14]1[CH:15]=[CH:16][C:17]2[N:18]([CH:20]=[C:21]([C:23]([NH:12][C:9]3([C:3]4[CH:4]=[C:5]([F:8])[CH:6]=[CH:7][C:2]=4[F:1])[CH2:10][CH2:11]3)=[O:24])[N:22]=2)[CH:19]=1. Procedure details: The title compound was prepared by essentially following the same procedures described for Intermediate I, using 1-(2,5-difluorophenyl)cyclopropanamine and ethyl 6-bromoimidazo[1,2-a]pyridine-2-carboxylate as starting materials. The reactants are B, CN1CCN(c2cccc3ccc(NC(=O)c4ccccc4)cc23)CC1, CSC, CCOC(C)=O, Cc1ccccc1, Cl. The product is CN1CCN(c2cccc3ccc(NCc4ccccc4)cc23)CC1. As a reaction SMILES: [BH3:30].[C:1]([c:2]1[cH:3][cH:4][cH:5][cH:6][cH:7]1)(=[O:8])[NH:9][c:10]1[cH:11][cH:12][c:13]2[cH:14][cH:15][cH:16][c:17]([N:20]3[CH2:21][CH2:22][N:23]([CH3:26])[CH2:24][CH2:25]3)[c:18]2[cH:19]1.[CH3:27][S:28][CH3:29].[CH3:32][CH2:33][O:34][C:35](=[O:36])[CH3:37].[CH3:38][c:39]1[cH:40][cH:41][cH:42][cH:43][cH:44]1.[ClH:31]>>[CH2:1]([c:2]1[cH:3][cH:4][cH:5][cH:6][cH:7]1)[NH:9][c:10]1[cH:11][cH:12][c:13]2[cH:14][cH:15][cH:16][c:17]([N:20]3[CH2:21][CH2:22][N:23]([CH3:26])[CH2:24][CH2:25]3)[c:18]2[cH:19]1. Reactants: C1(CC1)C1NCCNC1 (2-cyclopropyl piperazine), BrCCC1=CC=C(C=C1)[N+](=O)[O-] (1-(2-bromoethyl)-4-nitrobenzene), C(=O)([O-])[O-].[K+].[K+] (K2CO3). The reagents and catalysts are [I-].C(CCC)[N+](CCCC)(CCCC)CCCC (tetrabutylammonium iodide). Solvent: CN(C)C=O (DMF). Run at temperature 60 celsius. The product is C1(CC1)C1N(CCN(C1)CCC1=CC=C(C=C1)[N+](=O)[O-])CCC1=CC=C(C=C1)[N+](=O)[O-] (2-Cyclopropyl-1,4-bis[2-(4-nitrophenyl)ethyl]piperazine). RXN SMILES: [CH:1]1([CH:4]2[CH2:9][NH:8][CH2:7][CH2:6][NH:5]2)[CH2:3][CH2:2]1.Br[CH2:11][CH2:12][C:13]1[CH:18]=[CH:17][C:16]([N+:19]([O-:21])=[O:20])=[CH:15][CH:14]=1.C([O-])([O-])=O.[K+].[K+]>[I-].C([N+](CCCC)(CCCC)CCCC)CCC.CN(C=O)C>[CH:1]1([CH:4]2[CH2:9][N:8]([CH2:11][CH2:12][C:13]3[CH:18]=[CH:17][C:16]([N+:19]([O-:21])=[O:20])=[CH:15][CH:14]=3)[CH2:7][CH2:6][N:5]2[CH2:11][CH2:12][C:13]2[CH:14]=[CH:15][C:16]([N+:19]([O-:21])=[O:20])=[CH:17][CH:18]=2)[CH2:3][CH2:2]1 |f:2.3.4,5.6|. Reported procedure: A mixture of 2-cyclopropyl piperazine (50 mg, 0.40 mmol), 1-(2-bromoethyl)-4-nitrobenzene (360 mg, 1.6 mmol), tetrabutylammonium iodide (15 mg, 0.16 mmol), and K2CO3 (220 mg, 1.6 mmol) in DMF (2 mL) was heated to 60° C. for 16 hours. LC showed formation of the desired product, which was separated by mass-directed HPLC. LC-MS (IE, m/z): 425 [M+1]+. (0.86 μm) Starting materials: CCOC(CCNC(=O)C(C)NC(=O)OCc1ccccc1)OCC, Cl, C1CCOC1. Product: CC(NC(=O)OCc1ccccc1)C(=O)NCCC=O. As a reaction SMILES: [CH2:1]([O:3][CH:4]([O:2][CH2:23][CH3:24])[CH2:5][CH2:6][NH:7][C:8]([CH:9]([CH3:10])[NH:11][C:12]([O:13][CH2:14][c:15]1[cH:16][cH:17][cH:18][cH:19][cH:20]1)=[O:21])=[O:22])[CH3:25].[ClH:26].[O:27]1[CH2:28][CH2:29][CH2:30][CH2:31]1>>[O:3]=[CH:4][CH2:5][CH2:6][NH:7][C:8]([CH:9]([CH3:10])[NH:11][C:12]([O:13][CH2:14][c:15]1[cH:16][cH:17][cH:18][cH:19][cH:20]1)=[O:21])=[O:22]. Reactants: CC(C)(C)OC(=O)NN, CCN(C(C)C)C(C)C, ClCCl, O=C(Cl)Cc1ccc(F)cc1F. Product: CC(C)(C)OC(=O)NNC(=O)Cc1ccc(F)cc1F. RXN SMILES: [C:13]([NH:14][NH2:15])(=[O:16])[O:17][C:18]([CH3:19])([CH3:20])[CH3:21].[CH:22]([N:23]([CH2:24][CH3:25])[CH:26]([CH3:27])[CH3:28])([CH3:29])[CH3:30].[Cl:31][CH2:32][Cl:33].[F:1][c:2]1[c:3]([CH2:9][C:10](=[O:11])[Cl:12])[cH:4][cH:5][c:6]([F:8])[cH:7]1>>[F:1][c:2]1[c:3]([CH2:9][C:10](=[O:11])[NH:15][NH:14][C:13](=[O:16])[O:17][C:18]([CH3:19])([CH3:20])[CH3:21])[cH:4][cH:5][c:6]([F:8])[cH:7]1. Reactants: O=C1SC2=C(N1)C=C(C=C2)Cl (2-oxo-5-chlorobenzothiazoline), S(O)(O)(=O)=O (sulfuric acid), S(O)(O)(=O)=O (sulfuric acid), [N+](=O)(O)[O-] (nitric acid), resultant mixture. Solvent: ice water. Yields the product O=C1SC2=C(N1)C=C(C(=C2)[N+](=O)[O-])Cl (2-oxo-5-chloro-6-nitrobenzothiazoline). The yield is 93.3%. As a reaction SMILES: [O:1]=[C:2]1[NH:6][C:5]2[CH:7]=[C:8]([Cl:11])[CH:9]=[CH:10][C:4]=2[S:3]1.S(=O)(=O)(O)O.[N+:17]([O-])([OH:19])=[O:18]>>[O:1]=[C:2]1[NH:6][C:5]2[CH:7]=[C:8]([Cl:11])[C:9]([N+:17]([O-:19])=[O:18])=[CH:10][C:4]=2[S:3]1. Procedure: To a mixture of 2-oxo-5-chlorobenzothiazoline (465 g) in conc.sulfuric acid (500 ml) was added dropwise a solution of nitric acid (d=1.42, 275 g) in conc.sulfuric acid (500 ml) with stirring at 10° C. during an hour. After the stirring was continued for an hour under ice-cooling, to the resultant mixture was added ice-water (10 liters) to give crystals, which were separated by filtration, washed with water and dried to give 2-oxo-5-chloro-6-nitrobenzothiazoline (539 g). Reactants: CC(=O)N1CCN(CC(CNC(=O)c2cc3cc(OCCCS(C)(=O)=O)cc(N(C)S(=O)(=O)c4ccccn4)c3[nH]2)SCc2ccccc2)CC1, CCOC(C)=O, ClCCl, O=S(=O)(OS(=O)(=O)C(F)(F)F)C(F)(F)F, O=P(c1ccccc1)(c1ccccc1)c1ccccc1, CSc1ccccc1. The product is CC(=O)N1CCN(CC2CN=C(c3cc4cc(OCCCS(C)(=O)=O)cc(N(C)S(=O)(=O)c5ccccn5)c4[nH]3)S2)CC1. RXN SMILES: [C:36]([CH3:37])(=[O:38])[N:39]1[CH2:40][CH2:41][N:42]([CH2:45][CH:46]([CH2:47][NH:48][C:49]([c:51]2[nH:52][c:53]3[c:54]([N:68]([S:69](=[O:70])(=[O:71])[c:72]4[n:73][cH:74][cH:75][cH:76][cH:77]4)[CH3:78])[cH:55][c:56]([O:60][CH2:61][CH2:62][CH2:63][S:64](=[O:65])(=[O:66])[CH3:67])[cH:57][c:58]3[cH:59]2)=[O:86])[S:79][CH2:50][c:80]2[cH:81][cH:82][cH:83][cH:84][cH:85]2)[CH2:43][CH2:44]1.[CH3:98][CH2:99][O:100][C:101](=[O:102])[CH3:103].[Cl:95][CH2:96][Cl:97].[F:21][C:22]([S:23]([O:24][S:25]([C:26]([F:27])([F:28])[F:29])(=[O:30])=[O:31])(=[O:32])=[O:33])([F:34])[F:35].[c:1]1([P:2](=[O:3])([c:4]2[cH:5][cH:6][cH:7][cH:8][cH:9]2)[c:10]2[cH:11][cH:12][cH:13][cH:14][cH:15]2)[cH:16][cH:17][cH:18][cH:19][cH:20]1.[c:87]1([S:88][CH3:89])[cH:90][cH:91][cH:92][cH:93][cH:94]1>>[C:36]([CH3:37])(=[O:38])[N:39]1[CH2:40][CH2:41][N:42]([CH2:45][CH:46]2[CH2:47][N:48]=[C:49]([c:51]3[nH:52][c:53]4[c:54]([N:68]([S:69](=[O:70])(=[O:71])[c:72]5[n:73][cH:74][cH:75][cH:76][cH:77]5)[CH3:78])[cH:55][c:56]([O:60][CH2:61][CH2:62][CH2:63][S:64](=[O:65])(=[O:66])[CH3:67])[cH:57][c:58]4[cH:59]3)[S:79]2)[CH2:43][CH2:44]1. Reactants: FC1=C(C(=CC=C1)F)N1C(C=CC2=C1N=C(N=C2C2=C(C=C(C=C2)F)C)S(=O)(=O)C)=O (8-(2,6-difluoro-phenyl)-4-(4-fluoro-2-methyl-phenyl)-2-methane-sulfonyl-8H-pyrido[2,3-d]pyrimidin-7-one), N[C@@H](CO)C ((R)-2-amino-1-propanol). The solvent is C1CCOC1 (THF). Conditions: time 18 hour. The product is FC1=CC(=C(C=C1)C=1C2=C(N=C(N1)N[C@@H](CO)C)N(C(C=C2)=O)C2=C(C=CC=C2F)F)C ((R)-4-(4-fluoro-2-methylphenyl)-8-(2,6-difluorophenyl)-2-[(1-hydroxyprop-2-yl)amino]-8H-pyrido[2,3-d]pyrimidin-7-one). Reaction SMILES: [F:1][C:2]1[CH:7]=[CH:6][CH:5]=[C:4]([F:8])[C:3]=1[N:9]1[C:14]2[N:15]=[C:16](S(C)(=O)=O)[N:17]=[C:18]([C:19]3[CH:24]=[CH:23][C:22]([F:25])=[CH:21][C:20]=3[CH3:26])[C:13]=2[CH:12]=[CH:11][C:10]1=[O:31].[NH2:32][C@H:33]([CH3:36])[CH2:34][OH:35]>C1COCC1>[F:25][C:22]1[CH:23]=[CH:24][C:19]([C:18]2[C:13]3[CH:12]=[CH:11][C:10](=[O:31])[N:9]([C:3]4[C:2]([F:1])=[CH:7][CH:6]=[CH:5][C:4]=4[F:8])[C:14]=3[N:15]=[C:16]([NH:32][C@H:33]([CH3:36])[CH2:34][OH:35])[N:17]=2)=[C:20]([CH3:26])[CH:21]=1. Procedure details: The product of Example 48 (200 mg, 0.45 mmol) and (R)-2-amino-1-propanol (75 mg, 1 mmol) were dissolved in THF (10 ml) and stirred under Ar at 23° for 18 h. The solvents were removed in vacuo, and the residue was partitioned between EtOAc and H2O. The organic phase was washed with H2O, satd aq NaCl, dried over anhyd Na2SO4, filtered and evaporated to give the crude product. Flash chromatography eluted with 0-15% EtOAc/CH2Cl2 gave the title compound as a off-white amorphous solid. mp 90-95°, LC M...